The task is: describe an organic reaction: reactants, conditions, products, and yield. This data is from the Open Reaction Database (ORD), a public repository of structured organic reaction records. Reactants: acyloxyalkyl alkoxycarbonyloxyalkyl carboxylic esters, carboxylic acids, ClCCCS(=O)(=O)OCC([C@H](C(=O)O)OCC1=CC=C(C=C1)OC)(C)C ((2R)-4-[(3-chloropropyl)sulfonyloxy]-2-[(4-methoxyphenyl)methoxy]-3,3-dimethylbutanoic acid), C1(CCCCC1)OC(=O)OC(C)Cl (1-chloroethyl cyclohexyloxyformate). Reagents/catalysts: C([O-])([O-])=O.[Ag+2] (silver carbonate). Solvent: C1(=CC=CC=C1)C (toluene). Yields the product ClCCCS(=O)(=O)OCC([C@H](C(=O)OCCOC(=O)OC1CCCCC1)OCC1=CC=CC=C1)(C)C ((Cyclohexyloxycarbonyloxy)ethyl (2R)-4-[(3-chloropropyl)sulfonyloxy]-3,3-dimethyl-2-(phenylmethoxy)butanoate). Isolated yield 74.7%. RXN SMILES: [Cl:1][CH2:2][CH2:3][CH2:4][S:5]([O:8][CH2:9][C:10]([CH3:26])([CH3:25])[C@@H:11]([O:15][CH2:16][C:17]1[CH:22]=[CH:21][C:20](OC)=[CH:19][CH:18]=1)[C:12]([OH:14])=[O:13])(=[O:7])=[O:6].[CH:27]1([O:33][C:34]([O:36][CH:37](Cl)[CH3:38])=[O:35])[CH2:32][CH2:31][CH2:30][CH2:29][CH2:28]1>C1(C)C=CC=CC=1.C(=O)([O-])[O-].[Ag+2]>[Cl:1][CH2:2][CH2:3][CH2:4][S:5]([O:8][CH2:9][C:10]([CH3:25])([CH3:26])[C@@H:11]([O:15][CH2:16][C:17]1[CH:18]=[CH:19][CH:20]=[CH:21][CH:22]=1)[C:12]([O:14][CH2:38][CH2:37][O:36][C:34]([O:33][CH:27]1[CH2:32][CH2:31][CH2:30][CH2:29][CH2:28]1)=[O:35])=[O:13])(=[O:6])=[O:7] |f:3.4|. Procedure: Following the general procedure for the preparation of acyloxyalkyl/alkoxycarbonyloxyalkyl carboxylic esters from carboxylic acids of Description 22, (2R)-4-[(3-chloropropyl)sulfonyloxy]-3,3-dimethyl-2-(phenylmethoxy)butanoic acid (11) (0.4 g, 1.0 mmol) dissolved in 5 mL of anhydrous toluene was reacted with 0.67 g (4.0 mmol) of 1-chloroethyl cyclohexyloxyformate in the presence of 0.55 g (2.0 mmol) of silver carbonate (Ag2CO3). After work-up, the crude product was purified by silica gel column ... Starting materials: O=C(O)CCC(CCCSSC(c1ccccc1)(c1ccccc1)c1ccccc1)C(=O)O, CC[SiH](CC)CC, ClCCl, O=C(O)C(F)(F)F. Yields the product O=C(O)CCC1CCCSC1=O. RXN SMILES: [C:1]([S:2][S:21][CH2:22][CH2:23][CH2:24][CH:25]([C:26]([OH:3])=[O:27])[CH2:29][CH2:30][C:31](=[O:32])[OH:33])([c:4]1[cH:5][cH:6][cH:7][cH:8][cH:9]1)([c:10]1[cH:11][cH:12][cH:13][cH:14][cH:15]1)[c:16]1[cH:17][cH:18][cH:19][cH:20][cH:28]1.[CH2:41]([SiH:42]([CH2:43][CH3:44])[CH2:45][CH3:46])[CH3:47].[Cl:48][CH2:49][Cl:50].[OH:34][C:35]([C:36]([F:37])([F:38])[F:39])=[O:40]>>[S:21]1[CH2:22][CH2:23][CH2:24][CH:25]([CH2:29][CH2:30][C:31](=[O:32])[OH:33])[C:26]1=[O:27].